From a dataset of the Open Reaction Database (ORD), a public repository of structured organic reaction records. describe an organic reaction: reactants, conditions, products, and yield Starting materials: C(C=1C(O)=CC=CC1)(=O)O (Salicylic acid), ClC1=C(C=CC(=C1)N)O (2-chloro-4-aminophenol), C1(CCCCC1)N=C=NC1CCCCC1 (dicyclohexyl carbodiimide). The solvent is C(C)#N (acetonitrile). Product: ClC=1C=C(NC(C2=C(C=CC=C2)O)=O)C=CC1O (3'-chloro-2,4'-dihydroxybenzanilide). Yield: 97.6%. As a reaction SMILES: [C:1]([OH:10])(=O)[C:2]1[C:3](=[CH:5][CH:6]=[CH:7][CH:8]=1)[OH:4].[Cl:11][C:12]1[CH:17]=[C:16]([NH2:18])[CH:15]=[CH:14][C:13]=1[OH:19].C1(N=C=NC2CCCCC2)CCCCC1>C(#N)C>[Cl:11][C:12]1[CH:17]=[C:16]([CH:15]=[CH:14][C:13]=1[OH:19])[NH:18][C:1](=[O:10])[C:2]1[CH:8]=[CH:7][CH:6]=[CH:5][C:3]=1[OH:4]. Procedure details: Salicylic acid (1.38 g.) and 2-chloro-4-aminophenol (1.44 g.) were dissolved in acetonitrile (130 ml.), to which with stirring was added as a dehydrating agent dicyclohexyl carbodiimide (1.88 g.) and stirring was continued for about an hour. The precipitated dicyclohexylurea was filtered off, rinsed with warm acetone (90 ml.), and the filtrate and the rinse were combined and evaporated to dryness under reduced pressure. A light brown powder (2.57 g.) of 3'-chloro-2,4'-dihydroxybenzanilide was ob... Starting materials: C(#N)C1=NC(=CC=C1)OC1=CC(=CC=C1)C(F)(F)F (2-cyano-6-[3-(trifluoromethyl)phenoxy] pyridine), O (water), C(C)(=O)OCC.O (ethyl acetate water). The solvent is Cl (hydrochloric acid). Conditions: temperature 100 celsius, time 2 hour. The product is FC(C=1C=C(OC2=CC=CC(=N2)C(=O)O)C=CC1)(F)F (6-[3-(trifluoromethyl)phenoxy] picolinic acid). As a reaction SMILES: [C:1]([C:3]1[CH:8]=[CH:7][CH:6]=[C:5]([O:9][C:10]2[CH:15]=[CH:14][CH:13]=[C:12]([C:16]([F:19])([F:18])[F:17])[CH:11]=2)[N:4]=1)#N.[OH2:20].C(OCC)(=O)C.[OH2:27]>Cl>[F:17][C:16]([F:19])([F:18])[C:12]1[CH:11]=[C:10]([CH:15]=[CH:14][CH:13]=1)[O:9][C:5]1[N:4]=[C:3]([C:1]([OH:27])=[O:20])[CH:8]=[CH:7][CH:6]=1 |f:2.3|. Procedure details: 2-cyano-6-[3-(trifluoromethyl)phenoxy] pyridine (3.00 g, 0.011 mol) was suspended in about 15 ml of concentrated hydrochloric acid. The obtained suspension was stirred at about 100° C. for about 2 hours. After being allowed to stand for cooling, the obtained reaction solution was mixed with water, and then distributed in ethyl acetate-water. The organic phase separated from the solution was washed with saturated brine, dried with anhydrous sodium sulfate, concentrated and then purified by silica... Reactants: CCCCOC(C)=O, Cc1ccc([N+](=O)[O-])cc1, CC(=O)NCO, O=S(=O)(O)O. The product is CC(=O)NCc1cc([N+](=O)[O-])ccc1C. As a reaction SMILES: [CH3:17][CH2:18][CH2:19][CH2:20][O:21][C:22](=[O:23])[CH3:24].[N+:1](=[O:2])([O-:3])[c:4]1[cH:5][cH:6][c:7]([CH3:10])[cH:8][cH:9]1.[OH:11][CH2:12][NH:13][C:14]([CH3:15])=[O:16].[S:25](=[O:26])(=[O:27])([OH:28])[OH:29]>>[N+:1](=[O:2])([O-:3])[c:4]1[cH:5][c:6]([CH2:12][NH:13][C:14]([CH3:15])=[O:16])[c:7]([CH3:10])[cH:8][cH:9]1. Starting materials: C(C)(C)(C)C=1C=C(CN2C(O[C@H]3[C@@H](CS(C[C@H]23)(=O)=O)CC2=CC(=C(C(=C2)C[C@@H](C(F)(F)F)OC)N=CN(C)C)F)=O)C=CC1 (N′-[4-[(3aR*,7S*,7aS*)-3-(3-tert-butyl-benzyl)-2,5,5-trioxo-octahydro-1-oxa-5lambda*6*-thia-3-aza-inden-7-ylmethyl]-2-fluoro-6-((S)-3,3,3-trifluoro-2-methoxy-propyl)-phenyl]-N,N-dimethyl-formamidine). Reagents/catalysts: [Cl-].[Cl-].[Zn+2] (ZnCl2). Run in CCCCCC.CCOC(=O)C (hexane EtOAc). Product: NC1=C(C=C(C[C@@H]2CS(C[C@@H]3N(C(O[C@@H]23)=O)CC2=CC(=CC=C2)C(C)(C)C)(=O)=O)C=C1C[C@@H](C(F)(F)F)OC)F ((3aR*,7S*,7aS*)-7-[4-Amino-3-fluoro-5-((S)-3,3,3-trifluoro-2-methoxy-propyl)-benzyl]-3-(3-tert-butyl-benzyl)-5,5-dioxo-hexahydro-1-oxa-5lambda*6*-thia-3-aza-inden-2-one). As a reaction SMILES: [C:1]([C:5]1[CH:6]=[C:7]([CH:42]=[CH:43][CH:44]=1)[CH2:8][N:9]1[C@@H:17]2[C@H:12]([C@H:13]([CH2:20][C:21]3[CH:26]=[C:25]([CH2:27][C@H:28]([O:33][CH3:34])[C:29]([F:32])([F:31])[F:30])[C:24]([N:35]=CN(C)C)=[C:23]([F:40])[CH:22]=3)[CH2:14][S:15](=[O:19])(=[O:18])[CH2:16]2)[O:11][C:10]1=[O:41])([CH3:4])([CH3:3])[CH3:2]>[Cl-].[Cl-].[Zn+2].CCCCCC.CCOC(C)=O>[NH2:35][C:24]1[C:25]([CH2:27][C@H:28]([O:33][CH3:34])[C:29]([F:31])([F:32])[F:30])=[CH:26][C:21]([CH2:20][C@H:13]2[C@H:12]3[C@@H:17]([N:9]([CH2:8][C:7]4[CH:42]=[CH:43][CH:44]=[C:5]([C:1]([CH3:3])([CH3:2])[CH3:4])[CH:6]=4)[C:10](=[O:41])[O:11]3)[CH2:16][S:15](=[O:19])(=[O:18])[CH2:14]2)=[CH:22][C:23]=1[F:40] |f:1.2.3,4.5|. Procedure details: The title compound was prepared in analogous manner as described for example 1n) from N′-[4-[(3aR*,7S*,7aS*)-3-(3-tert-butyl-benzyl)-2,5,5-trioxo-octahydro-1-oxa-5lambda*6*-thia-3-aza-inden-7-ylmethyl]-2-fluoro-6-((S)-3,3,3-trifluoro-2-methoxy-propyl)-phenyl]-N,N-dimethyl-formamidine and ZnCl2 to yield a yellow oil: TLC (hexane-EtOAc 2:1) Rf=0.22; HPLC RtA=2.40 min; ESIMS [M+H]+=587.